This data is from the Open Reaction Database (ORD), a public repository of structured organic reaction records. The task is: describe an organic reaction: reactants, conditions, products, and yield Starting materials: C(C)(C)(C)NC(=O)C1=CN(C2=NC=C(N=C21)NC2=CC(=NS2)C)COCC[Si](C)(C)C (N-tert-butyl-2-(3-methylisothiazol-5-ylamino)-5-((2-(trimethylsilyl)ethoxy)methyl)-5H-pyrrolo[2,3-b]pyrazine-7-carboxamide), FC(C(=O)O)(F)F (trifluoroacetic acid). The solvent is ClCCl (dichloromethane), CO (methanol), [OH-].[NH4+] (ammonium hydroxide), ClCCl (dichloromethane). Run at time 16 hour. Yields the product C(C)(C)(C)NC(=O)C1=CNC2=NC=C(N=C21)NC2=CC(=NS2)C (N-tert-butyl-2-(3-methylisothiazol-5-ylamino)-5H-pyrrolo[2,3-b]pyrazine-7-carboxamide). The yield is 78.4%. Reaction SMILES: [C:1]([NH:5][C:6]([C:8]1[C:16]2[C:11](=[N:12][CH:13]=[C:14]([NH:17][C:18]3[S:22][N:21]=[C:20]([CH3:23])[CH:19]=3)[N:15]=2)[N:10](COCC[Si](C)(C)C)[CH:9]=1)=[O:7])([CH3:4])([CH3:3])[CH3:2].FC(F)(F)C(O)=O>ClCCl.CO.[OH-].[NH4+]>[C:1]([NH:5][C:6]([C:8]1[C:16]2[C:11](=[N:12][CH:13]=[C:14]([NH:17][C:18]3[S:22][N:21]=[C:20]([CH3:23])[CH:19]=3)[N:15]=2)[NH:10][CH:9]=1)=[O:7])([CH3:4])([CH3:3])[CH3:2] |f:4.5|. Procedure details: To a solution of N-tert-butyl-2-(3-methylisothiazol-5-ylamino)-5-((2-(trimethylsilyl)ethoxy)methyl)-5H-pyrrolo[2,3-b]pyrazine-7-carboxamide (32 mg, 69.5 mol) in dichloromethane (1.2 mL) was added trifluoroacetic acid (158 mg, 107 μL, 1.39 mmol) and the mixture stirred at room temperature for 16 h. The reaction mixture was concentrated in vacuo and the residue obtained diluted with dichloromethane (1.2 mL), methanol (0.6 mL) and ammonium hydroxide (0.15 mL) and stirred at room temperature for 2 h... Product: CN(c1ccccc1C(F)(F)F)C1CCN(C(=O)CNC(=O)c2ccc(-c3ccccc3)cc2)CC1. As a reaction SMILES: [CH3:39][CH2:40][N:41]=[C:42]=[N:43][CH2:44][CH2:45][CH2:46][N:47]([CH3:48])[CH3:49].[CH3:52][N:53]([c:54]1[c:55]([C:60]([F:61])([F:62])[F:63])[cH:56][cH:57][cH:58][cH:59]1)[CH:64]1[CH2:65][CH2:66][NH:67][CH2:68][CH2:69]1.[CH:20]([N:21]([CH2:22][CH3:23])[CH:24]([CH3:25])[CH3:26])([CH3:27])[CH3:28].[ClH:50].[ClH:51].[O:70]=[CH:71][N:72]([CH3:73])[CH3:74].[OH2:75].[OH:29][n:30]1[c:31]2[c:32]([cH:33][cH:34][cH:35][cH:36]2)[n:37][n:38]1.[c:1]1(-[c:14]2[cH:15][cH:16][cH:17][cH:18][cH:19]2)[cH:2][cH:3][c:4]([C:7](=[O:8])[NH:9][CH2:10][C:11](=[O:12])[OH:13])[cH:5][cH:6]1>>[c:1]1(-[c:14]2[cH:15][cH:16][cH:17][cH:18][cH:19]2)[cH:2][cH:3][c:4]([C:7](=[O:8])[NH:9][CH2:10][C:11](=[O:13])[N:67]2[CH2:66][CH2:65][CH:64]([N:53]([CH3:52])[c:54]3[c:55]([C:60]([F:61])([F:62])[F:63])[cH:56][cH:57][cH:58][cH:59]3)[CH2:69][CH2:68]2)[cH:5][cH:6]1. Starting materials: CCN=C=NCCCN(C)C, CN(c1ccccc1C(F)(F)F)C1CCNCC1, CCN(C(C)C)C(C)C, Cl, Cl, CN(C)C=O, O, On1nnc2ccccc21, O=C(O)CNC(=O)c1ccc(-c2ccccc2)cc1.